From a dataset of the Open Reaction Database (ORD), a public repository of structured organic reaction records. describe an organic reaction: reactants, conditions, products, and yield Reactants: CCO, NC(=O)c1cc(Oc2ccc(F)cc2F)ccc1[N+](=O)[O-]. Product: NC(=O)c1cc(Oc2ccc(F)cc2F)ccc1N. As a reaction SMILES: [CH3:22][CH2:23][OH:24].[F:1][c:2]1[c:3]([O:4][c:5]2[cH:6][cH:7][c:8]([N+:14]([O-:15])=[O:16])[c:9]([C:10](=[O:11])[NH2:12])[cH:13]2)[cH:17][cH:18][c:19]([F:21])[cH:20]1>>[F:1][c:2]1[c:3]([O:4][c:5]2[cH:6][cH:7][c:8]([NH2:14])[c:9]([C:10](=[O:11])[NH2:12])[cH:13]2)[cH:17][cH:18][c:19]([F:21])[cH:20]1. Starting materials: ClC1=NN=C2N1N=C(C1=CC(=CC=C21)Cl)C2=CC=CC=C2 (3,8-dichloro-6-phenyl-1,2,4-triazolo[3,4-a]phthalazine), OC(CNC)C ((2-hydroxypropyl)methylamine). Solvent: C(C)O.C(Cl)(Cl)Cl (ethanol chloroform). The product is ClC=1C=C2C(=NN3C(C2=CC1)=NN=C3N(C)CC(C)O)C3=CC=CC=C3 (8-chloro-6-phenyl-3-[(2-hydroxypropyl)methylamino]-1,2,4-triazolo[3,4-a]phthalazine). Yield: 73.0%. RXN SMILES: Cl[C:2]1[N:6]2[N:7]=[C:8]([C:16]3[CH:21]=[CH:20][CH:19]=[CH:18][CH:17]=3)[C:9]3[C:14]([C:5]2=[N:4][N:3]=1)=[CH:13][CH:12]=[C:11]([Cl:15])[CH:10]=3.[OH:22][CH:23]([CH3:27])[CH2:24][NH:25][CH3:26]>C(O)C.C(Cl)(Cl)Cl>[Cl:15][C:11]1[CH:10]=[C:9]2[C:14](=[CH:13][CH:12]=1)[C:5]1=[N:4][N:3]=[C:2]([N:25]([CH2:24][CH:23]([OH:22])[CH3:27])[CH3:26])[N:6]1[N:7]=[C:8]2[C:16]1[CH:21]=[CH:20][CH:19]=[CH:18][CH:17]=1 |f:2.3|. Procedure details: The compound of the title is prepared by following substantially the same procedure outlined in example 122 but starting from 3,8-dichloro-6-phenyl-1,2,4-triazolo[3,4-a]phthalazine and (2-hydroxypropyl)methylamine. Yield: 73%. M.p. 236°-38° C. (from ethanol/chloroform). Starting materials: [Al+3], C1CCOC1, [H-], [H-], [H-], [H-], [Li+], CC(C)(C)OC(=O)c1cc(Oc2ccc(N)c(F)c2)ccn1. Product: Nc1ccc(Oc2ccnc(CO)c2)cc1F. As a reaction SMILES: [Al+3:2].[CH2:29]1[O:30][CH2:31][CH2:32][CH2:33]1.[H-:1].[H-:4].[H-:5].[H-:6].[Li+:3].[NH2:7][c:8]1[c:9]([F:28])[cH:10][c:11]([O:12][c:13]2[cH:14][c:15]([C:19](=[O:20])[O:21][C:22]([CH3:23])([CH3:24])[CH3:25])[n:16][cH:17][cH:18]2)[cH:26][cH:27]1>>[NH2:7][c:8]1[c:9]([F:28])[cH:10][c:11]([O:12][c:13]2[cH:14][c:15]([CH2:19][OH:20])[n:16][cH:17][cH:18]2)[cH:26][cH:27]1. Starting materials: COC=1C=C(CO)C=CC1[N+](=O)[O-] (3-methoxy-4-nitrobenzyl alcohol), N1C=NC=C1 (imidazole), C(C)(C)(C)[Si](Cl)(C)C (tert-butyldimethylchlorosilane). Solvent: ClCCl (dichloromethane). Reaction conditions: time 1 hour. The product is C(C)(C)(C)[Si](C)(C)OCC1=CC(=C(C=C1)[N+](=O)[O-])OC (tert-butyl(3-methoxy-4-nitrobenzyloxy)dimethylsilane). Yield: 94.0%. RXN SMILES: [CH3:1][O:2][C:3]1[CH:4]=[C:5]([CH:8]=[CH:9][C:10]=1[N+:11]([O-:13])=[O:12])[CH2:6][OH:7].N1C=CN=C1.[C:19]([Si:23]([CH3:26])([CH3:25])Cl)([CH3:22])([CH3:21])[CH3:20]>ClCCl>[C:19]([Si:23]([O:7][CH2:6][C:5]1[CH:8]=[CH:9][C:10]([N+:11]([O-:13])=[O:12])=[C:3]([O:2][CH3:1])[CH:4]=1)([CH3:26])[CH3:25])([CH3:22])([CH3:21])[CH3:20]. Reported procedure: To a solution of 3-methoxy-4-nitrobenzyl alcohol (2.15 g, 11.75 mmol) and imidazole (880 mg, 12.94 mmol) in dry dichloromethane (58 ml) at 0° C. was quickly added tert-butyldimethylchlorosilane in one portion and the mixture was stirred at for 1 hour. LC-MS analysis indicated complete conversion. The solution was washed with ice cold water (50 ml) dried over Na2SO4, adsorbed on silicagel and purified by HPLC with hexanes/ethyl acetate 20-30% gradient to give compound 5 as a light yellow solid (3...